This data is from the Open Reaction Database (ORD), a public repository of structured organic reaction records. The task is: describe an organic reaction: reactants, conditions, products, and yield The reactants are C[Si](CCOCN1C(=NC2=C1C=CC=C2)OC2=CC=C(C=C2)NC(OC(C)(C)C)=O)(C)C (tert-butyl {4-[(1-{[2-(trimethylsilyl)ethoxy]methyl}-1H-benzimidazol-2-yl)oxy]phenyl}carbamate), Cl.CCOC(=O)C (HCl AcOEt). Solvent: CCOC(=O)C (EtOAc). Conditions: time 8 hour. The product is C[Si](CCOCN1C(=NC2=C1C=CC=C2)OC2=CC=C(N)C=C2)(C)C (4-[(1-{[2-(trimethylsilyl)ethoxy]methyl}-1H-benzimidazol-2-yl)oxy]aniline). Yield: 49.4%. As a reaction SMILES: [CH3:1][Si:2]([CH3:32])([CH3:31])[CH2:3][CH2:4][O:5][CH2:6][N:7]1[C:11]2[CH:12]=[CH:13][CH:14]=[CH:15][C:10]=2[N:9]=[C:8]1[O:16][C:17]1[CH:22]=[CH:21][C:20]([NH:23]C(=O)OC(C)(C)C)=[CH:19][CH:18]=1.Cl.CCOC(C)=O>CCOC(C)=O>[CH3:1][Si:2]([CH3:32])([CH3:31])[CH2:3][CH2:4][O:5][CH2:6][N:7]1[C:11]2[CH:12]=[CH:13][CH:14]=[CH:15][C:10]=2[N:9]=[C:8]1[O:16][C:17]1[CH:18]=[CH:19][C:20]([NH2:23])=[CH:21][CH:22]=1 |f:1.2|. Procedure details: A mixture of tert-butyl {4-[(1-{[2-(trimethylsilyl)ethoxy]methyl}-1H-benzimidazol-2-yl)oxy]phenyl}carbamate (14 g) and 4N HCl/AcOEt (30 mL) in EtOAc (30 mL) was stirred at room temperature overnight. The mixture was neutralized with 1N NaOHaq., and extracted with AcOEt. The organic layer was dried over MgSO4, and concentrated in vacuo. The residue was purified by column chromatography (silica gel, eluted with 0%-100% EtOAc in hexane) to give 4-[(1-{[2-(trimethylsilyl)ethoxy]methyl}-1H-benzimidaz... The reactants are O1CCC(CC1)C(=O)OC1=CC(=C(C(=O)OC)C=C1)OC (methyl 4-(4-tetrahydropyranoyloxy)-2-methoxy-benzoate), O (H2O), O[Li].O (LiOH.H2O). Run in C1CCOC1 (THF). Reaction conditions: temperature 45 celsius. Product: O1CCC(CC1)C(=O)OC1=CC(=C(C(=O)O)C=C1)OC (4-(4-tetrahydropyranoyloxy)-2-methoxy-benzoic acid). As a reaction SMILES: [O:1]1[CH2:6][CH2:5][CH:4]([C:7]([O:9][C:10]2[CH:19]=[CH:18][C:13]([C:14]([O:16]C)=[O:15])=[C:12]([O:20][CH3:21])[CH:11]=2)=[O:8])[CH2:3][CH2:2]1.O.O[Li].O>C1COCC1>[O:1]1[CH2:6][CH2:5][CH:4]([C:7]([O:9][C:10]2[CH:19]=[CH:18][C:13]([C:14]([OH:16])=[O:15])=[C:12]([O:20][CH3:21])[CH:11]=2)=[O:8])[CH2:3][CH2:2]1 |f:2.3|. Reported procedure: To a stirred solution of methyl 4-(4-tetrahydropyranoyloxy)-2-methoxy-benzoate (369 mg, 1.38 mmol) in THF:H2O (2.5 mL: 0.5 mL) was added LiOH.H2O (116.4 mg, 2.77 mmol). The reaction was heated to 45° C. over 12 h and then cooled to ambient temperature. The solvent was removed under reduced pressure. The crude solid was passed through a small plug of silca gel packed in 80:20 hexanes:EtOAc and eluted with 50:50 hexanes:EtOAc. The solvent was removed under reduced pressure to afford 4-(4-tetrahydr... The reactants are O.O.O.[S-2].[Na+].[Na+] (sodium sulfide trihydrate), CC1=C(C(=CC(=C1)C(=O)O)C)C(O)C1=C(C=CC(=C1)I)C (α-(2,6-dimethyl-4-carboxyphenyl)-2-methyl-5-iodobenzenemethanol), N1C=NC=C1 (imidazole), C([O-])([O-])=O.[K+].[K+] (potassium carbonate), [F-].[K+] (potassium fluoride). The reagents and catalysts are [Cu] (copper). Solvent: O (water), CN(C=O)C (dimethylformamide). Conditions: time 30 hour. Yields the product CC1=C(C(=CC(=C1)C(=O)O)C)C(O)C1=C(C=CC(=C1)N1C=NC=C1)C (α-(2,6-dimethyl-4-carboxyphenyl)-2-methyl-5-(1-imidazolyl)benzenemethanol). Reaction SMILES: [CH3:1][C:2]1[CH:7]=[C:6]([C:8]([OH:10])=[O:9])[CH:5]=[C:4]([CH3:11])[C:3]=1[CH:12]([C:14]1[CH:19]=[C:18](I)[CH:17]=[CH:16][C:15]=1[CH3:21])[OH:13].[NH:22]1[CH:26]=[CH:25][N:24]=[CH:23]1.C(=O)([O-])[O-].[K+].[K+].[F-].[K+].O.O.O.[S-2].[Na+].[Na+]>[Cu].O.CN(C)C=O>[CH3:1][C:2]1[CH:7]=[C:6]([C:8]([OH:10])=[O:9])[CH:5]=[C:4]([CH3:11])[C:3]=1[CH:12]([C:14]1[CH:19]=[C:18]([N:22]2[CH:26]=[CH:25][N:24]=[CH:23]2)[CH:17]=[CH:16][C:15]=1[CH3:21])[OH:13] |f:2.3.4,5.6,7.8.9.10.11.12|. Procedure details: To a suspension 19.8 g of α-(2,6-dimethyl-4-carboxyphenyl)-2-methyl-5-iodobenzenemethanol, 5.1 g of imidazole, 13.8 g of potassium carbonate and 120 ml of dimethylformamide are added 0.4 g of potassium fluoride and 0.4 g of copper powder, and the mixture is stirred at 135°-140° C. for 30 hours. After cooling, to the reaction mixture is added 240 ml of water and further 0.45 g of sodium sulfide trihydrate. The whole mixture is stirred for 30 minutes. The precipitated copper sulfide is filtered wi... The reactants are S1C(SCC1)=C(C(=O)OC(C)C)C(=O)OC(C)C (Diisopropyl 2-(1,3-dithiolan-2-ylidene)malonate), [OH-].[K+] (potassium hydroxide). Solvent: C(C)(C)O (isopropyl alcohol). Product: S1C(SCC1)=C(C(=O)OC(C)C)C(=O)O (Isopropyl 2-(1,3-dithiolan-2-ylidene)-2-carboxyacetate). Reaction SMILES: [S:1]1[CH2:5][CH2:4][S:3][C:2]1=[C:6]([C:13]([O:15]C(C)C)=[O:14])[C:7]([O:9][CH:10]([CH3:12])[CH3:11])=[O:8].[OH-].[K+]>C(O)(C)C>[S:1]1[CH2:5][CH2:4][S:3][C:2]1=[C:6]([C:13]([OH:15])=[O:14])[C:7]([O:9][CH:10]([CH3:12])[CH3:11])=[O:8] |f:1.2|. Procedure details: Diisopropyl 2-(1,3-dithiolan-2-ylidene)malonate was treated with a solution of potassium hydroxide in isopropyl alcohol. The resultant solid was isolated and purified by the same method as in Example 1 to afford the titled compound as a white solid. (64%). The reactants are C[S-], CN1CCN(C)C1=O, O=C(OC1CCCC1)c1ccc([N+](=O)[O-])c(OC2CCCC2)c1, [Cl-], [Na+], [Na+], O. Yields the product CSc1ccc(C(=O)OC2CCCC2)cc1OC1CCCC1. As a reaction SMILES: [CH3:1][S-:2].[CH3:29][N:30]1[CH2:31][CH2:32][N:33]([CH3:34])[C:35]1=[O:36].[CH:4]1([O:9][c:10]2[cH:11][c:12]([C:13](=[O:14])[O:15][CH:16]3[CH2:17][CH2:18][CH2:19][CH2:20]3)[cH:21][cH:22][c:23]2[N+:24]([O-:25])=[O:26])[CH2:5][CH2:6][CH2:7][CH2:8]1.[Cl-:28].[Na+:27].[Na+:3].[OH2:37]>>[CH3:1][S:2][c:23]1[c:10]([O:9][CH:4]2[CH2:5][CH2:6][CH2:7][CH2:8]2)[cH:11][c:12]([C:13](=[O:14])[O:15][CH:16]2[CH2:17][CH2:18][CH2:19][CH2:20]2)[cH:21][cH:22]1. The reactants are C(C)(C)OCCCCO (4-isopropoxybutanol), BrCCCCOC1=CC=C(C=C1)SC (1-(4-bromo-butyloxy)-4-(methylthio)-benzene), [H-].[Na+] (sodium hydride), [Br-].[Na+] (sodium bromide). Solvent: COCCOC (1,2-dimethoxy ethane). Run at time 6 hour. Product: C(C)(C)OCCCCOCCCCOC1=CC=C(C=C1)SC (1-[4-(4-isopropoxy-butyloxy)-butyloxy]-4-(methylthio)-benzene). As a reaction SMILES: [H-].[Na+].[CH:3]([O:6][CH2:7][CH2:8][CH2:9][CH2:10][OH:11])([CH3:5])[CH3:4].Br[CH2:13][CH2:14][CH2:15][CH2:16][O:17][C:18]1[CH:23]=[CH:22][C:21]([S:24][CH3:25])=[CH:20][CH:19]=1.[Br-].[Na+]>COCCOC>[CH:3]([O:6][CH2:7][CH2:8][CH2:9][CH2:10][O:11][CH2:13][CH2:14][CH2:15][CH2:16][O:17][C:18]1[CH:19]=[CH:20][C:21]([S:24][CH3:25])=[CH:22][CH:23]=1)([CH3:5])[CH3:4] |f:0.1,4.5|. Reported procedure: 0.320 g (7.35 millimols) of 55% sodium hydride dispersion in oil are added by portions, over the course of 15 minutes and while stirring, to 1.02 g (7.7 millimols) of 4-isopropoxybutanol and 1.82 g (7.0 millimols) of 1-(4-bromo-butyloxy)-4-(methylthio)-benzene in 20 cc of absolute 1,2-dimethoxy ethane. The mixture is stirred at 20° for 18 hours and subsequently at 60° for 6 hours. The resulting sodium bromide is suction filtered, washed with ether and the filtrate is evaporated. After chromatogr... Starting materials: N1=C(C=CC=C1)N1CCN(CC1)CC1CC(CCC1)=O (3-[[4-(2-pyridinyl)-piperazinyl]methyl]cyclohexanone), C1(=CC=CC=C1)[Li] (phenyllithium). The solvent is O1CCCC1 (tetrahydrofuran). Reaction conditions: temperature 0 celsius, time 1 hour. Yields the product C1(=CC=CC=C1)C=1CC(CCC1)CN1CCN(CC1)C1=NC=CC=C1 ((±)-1-[(3-phenyl-3-cyclohexen-1-yl)methyl]-4-(2-pyridinyl)piperazine). As a reaction SMILES: [N:1]1[CH:6]=[CH:5][CH:4]=[CH:3][C:2]=1[N:7]1[CH2:12][CH2:11][N:10]([CH2:13][CH:14]2[CH2:19][CH2:18][CH2:17][C:16](=O)[CH2:15]2)[CH2:9][CH2:8]1.[C:21]1([Li])[CH:26]=[CH:25][CH:24]=[CH:23][CH:22]=1>O1CCCC1>[C:21]1([C:16]2[CH2:15][CH:14]([CH2:13][N:10]3[CH2:11][CH2:12][N:7]([C:2]4[CH:3]=[CH:4][CH:5]=[CH:6][N:1]=4)[CH2:8][CH2:9]3)[CH2:19][CH2:18][CH:17]=2)[CH:26]=[CH:25][CH:24]=[CH:23][CH:22]=1. Procedure: To a solution of 5.14 g of 3-[[4-(2-pyridinyl)-piperazinyl]methyl]cyclohexanone (Example B) in 250 mL of tetrahydrofuran at 0° C. under nitrogen is added dropwise a solution of phenyllithium (23.5 mL, 2.0M in cyclohexane/diethyl ether, 70/30). The solution is stirred at 0° C. for 1 hour, quenched with dropwise addition of 250 mL of saturated potassium phosphate monobasic solution. The solvent is evaporated in vacuo, the residue is basified with concentrated ammonium hydroxide to a pH of 9 and ex... Reactants: O=C([O-])[O-], CCOC(=O)Cl, CN1CCC(Oc2ccc(F)cc2)C(c2ccccc2)C1, [K+], [K+], c1ccccc1. The product is CCOC(=O)N1CCC(Oc2ccc(F)cc2)C(c2ccccc2)C1. Reaction SMILES: [C:22](=[O:23])([O-:24])[O-:25].[Cl:28][C:29](=[O:30])[O:31][CH2:32][CH3:33].[F:1][c:2]1[cH:3][cH:4][c:5]([O:6][CH:7]2[CH:8]([c:14]3[cH:15][cH:16][cH:17][cH:18][cH:19]3)[CH2:9][N:10]([CH3:13])[CH2:11][CH2:12]2)[cH:20][cH:21]1.[K+:26].[K+:27].[cH:34]1[cH:35][cH:36][cH:37][cH:38][cH:39]1>>[F:1][c:2]1[cH:3][cH:4][c:5]([O:6][CH:7]2[CH:8]([c:14]3[cH:15][cH:16][cH:17][cH:18][cH:19]3)[CH2:9][N:10]([C:29](=[O:30])[O:31][CH2:32][CH3:33])[CH2:11][CH2:12]2)[cH:20][cH:21]1. The reactants are CO, COC(=O)CCSc1nc2ccccc2cc1C(=O)NCc1cccs1, [Na]. The product is O=C(NCc1cccs1)c1cc2ccccc2nc1S. As a reaction SMILES: [CH3:28][OH:29].[CH3:2][O:3][C:4](=[O:5])[CH2:6][CH2:27][S:7][c:8]1[n:9][c:10]2[cH:11][cH:12][cH:13][cH:14][c:15]2[cH:16][c:17]1[C:18]([NH:19][CH2:20][c:21]1[s:22][cH:23][cH:24][cH:25]1)=[O:26].[Na:1]>>[SH:7][c:8]1[n:9][c:10]2[cH:11][cH:12][cH:13][cH:14][c:15]2[cH:16][c:17]1[C:18]([NH:19][CH2:20][c:21]1[s:22][cH:23][cH:24][cH:25]1)=[O:26].